This data is from the Open Reaction Database (ORD), a public repository of structured organic reaction records. The task is: describe an organic reaction: reactants, conditions, products, and yield Starting materials: O=C([O-])O, COS(=O)(=O)OC, CN(C)C=O, [Na+], COc1ccc2cc(O)c(C(=O)O)cc2c1. Product: COC(=O)c1cc2cc(OC)ccc2cc1O. RXN SMILES: [C:17](=[O:18])([O-:19])[OH:20].[CH3:22][O:23][S:24]([O:25][CH3:26])(=[O:27])=[O:28].[CH3:29][N:30]([CH3:31])[CH:32]=[O:33].[Na+:21].[OH:1][c:2]1[c:3]([C:14](=[O:15])[OH:16])[cH:4][c:5]2[cH:6][c:7]([O:12][CH3:13])[cH:8][cH:9][c:10]2[cH:11]1>>[OH:1][c:2]1[c:3]([C:14](=[O:15])[O:16][CH3:17])[cH:4][c:5]2[cH:6][c:7]([O:12][CH3:13])[cH:8][cH:9][c:10]2[cH:11]1. The reactants are CN(C)CCN(C)C (TMEDA), C(C)(CC)[Li] (sec butyllithium), C(C)(C)(C)[Si](C)(C)OCC1=C(C(=CC=C1)F)F (tert-butyl-(2,3-difluoro-benzyloxy)-dimethyl-silane), CI (methyl iodide). Run in C1CCOC1 (THF), C1CCOC1 (THF), C1CCOC1 (THF). Run at time 20 minute. The product is C(C)(C)(C)[Si](C)(C)OCC1=C(C(=C(C=C1)C)F)F (tert-butyl-(2,3-difluoro-4-methyl-benzyloxy)-dimethyl-silane). Yield: 105.3%. Reaction SMILES: CN([CH2:4][CH2:5]N(C)C)C.C([Li])(CC)C.[C:14]([Si:18]([O:21][CH2:22][C:23]1[CH:28]=[CH:27]C=[C:25]([F:29])[C:24]=1[F:30])([CH3:20])[CH3:19])([CH3:17])([CH3:16])[CH3:15].CI>C1COCC1>[C:14]([Si:18]([O:21][CH2:22][C:23]1[CH:28]=[CH:27][C:4]([CH3:5])=[C:25]([F:29])[C:24]=1[F:30])([CH3:20])[CH3:19])([CH3:17])([CH3:15])[CH3:16]. Procedure: To a solution of TMEDA (3.9 mL, 3.0 g, 26 mmol) in THF (33 mL) at −78° C. was added sec butyllithium (20 mL, 1.3 M in hexane, 26 mmol). After stirring for 20 minutes, a solution of tert-butyl-(2,3-difluoro-benzyloxy)-dimethyl-silane (6.0 g, 23 mmol) in 17 mL of THF was added dropwise. After stirring for 1 hour, the solution was added dropwise to a solution of methyl iodide (8 mL) in THF (40 mL) at −20° C. After stirring for 18 hours, the mixture was quenched with saturated aqueous NH4Cl, extract...